This data is from the Open Reaction Database (ORD), a public repository of structured organic reaction records. The task is: describe an organic reaction: reactants, conditions, products, and yield Reactants: COc1cccc(-c2cn(Cc3c(F)cccc3C(F)(F)F)c(=O)n(CC(NC(=O)OC(C)(C)C)c3ccccc3)c2=O)c1Cl, ClCCl, O=C(O)C(F)(F)F. Product: COc1cccc(-c2cn(Cc3c(F)cccc3C(F)(F)F)c(=O)n(CC(N)c3ccccc3)c2=O)c1Cl. RXN SMILES: [C:1]([O:2][C:3](=[O:4])[NH:8][CH:9]([CH2:10][n:11]1[c:12](=[O:39])[n:13]([CH2:27][c:28]2[c:29]([F:38])[cH:30][cH:31][cH:32][c:33]2[C:34]([F:35])([F:36])[F:37])[cH:14][c:15](-[c:18]2[c:19]([Cl:26])[c:20]([O:24][CH3:25])[cH:21][cH:22][cH:23]2)[c:16]1=[O:17])[c:40]1[cH:41][cH:42][cH:43][cH:44][cH:45]1)([CH3:5])([CH3:6])[CH3:7].[Cl:53][CH2:54][Cl:55].[F:46][C:47]([F:48])([F:49])[C:50]([OH:51])=[O:52]>>[NH2:8][CH:9]([CH2:10][n:11]1[c:12](=[O:39])[n:13]([CH2:27][c:28]2[c:29]([F:38])[cH:30][cH:31][cH:32][c:33]2[C:34]([F:35])([F:36])[F:37])[cH:14][c:15](-[c:18]2[c:19]([Cl:26])[c:20]([O:24][CH3:25])[cH:21][cH:22][cH:23]2)[c:16]1=[O:17])[c:40]1[cH:41][cH:42][cH:43][cH:44][cH:45]1. The reactants are CC(=O)N1CCNCC1, CCN=C=NCCCN(C)C, O=C(O)C=Cc1ccc(Cl)c([N+](=O)[O-])c1, CN(C)C=O. Product: CC(=O)N1CCN(C(=O)C=Cc2ccc(Cl)c([N+](=O)[O-])c2)CC1. Reaction SMILES: [C:16]([CH3:17])(=[O:18])[N:19]1[CH2:20][CH2:21][NH:22][CH2:23][CH2:24]1.[CH3:25][CH2:26][N:27]=[C:28]=[N:29][CH2:30][CH2:31][CH2:32][N:33]([CH3:34])[CH3:35].[Cl:1][c:2]1[c:3]([N+:13](=[O:14])[O-:15])[cH:4][c:5]([CH:6]=[CH:7][C:8](=[O:9])[OH:10])[cH:11][cH:12]1.[O:36]=[CH:37][N:38]([CH3:39])[CH3:40]>>[Cl:1][c:2]1[c:3]([N+:13](=[O:14])[O-:15])[cH:4][c:5]([CH:6]=[CH:7][C:8](=[O:10])[N:22]2[CH2:21][CH2:20][N:19]([C:16]([CH3:17])=[O:18])[CH2:24][CH2:23]2)[cH:11][cH:12]1.